Dataset: the Open Reaction Database (ORD), a public repository of structured organic reaction records. Task: describe an organic reaction: reactants, conditions, products, and yield Reactants: [N+](=O)([O-])C=1C=CC(=C(C(=O)OC)C1)NS(=O)(=O)C1=CC=CC=C1 (methyl 5-nitro-2-[(phenylsulfonyl)amino]benzoate), O (water), Cl (HCl), O.[OH-].[Li+] (lithium hydroxide monohydrate). Run in CO (methanol). Reaction conditions: temperature 50 celsius. The product is [N+](=O)([O-])C=1C=CC(=C(C(=O)O)C1)NS(=O)(=O)C1=CC=CC=C1 (5-nitro-2-[(phenylsulfonyl)amino]benzoic acid). As a reaction SMILES: [N+:1]([C:4]1[CH:5]=[CH:6][C:7]([NH:14][S:15]([C:18]2[CH:23]=[CH:22][CH:21]=[CH:20][CH:19]=2)(=[O:17])=[O:16])=[C:8]([CH:13]=1)[C:9]([O:11]C)=[O:10])([O-:3])=[O:2].O.O.[OH-].[Li+].Cl>CO>[N+:1]([C:4]1[CH:5]=[CH:6][C:7]([NH:14][S:15]([C:18]2[CH:19]=[CH:20][CH:21]=[CH:22][CH:23]=2)(=[O:17])=[O:16])=[C:8]([CH:13]=1)[C:9]([OH:11])=[O:10])([O-:3])=[O:2] |f:2.3.4|. Procedure: A solution of Example 95A (10.9 mg, 0.032 mmol) in methanol (0.9 mL) and distilled water (0.01 mL) was treated with lithium hydroxide monohydrate (4.0 mg, 0.096 mmol), heated to 50° C. for 4 hours, cooled to room temperature, treated with 2N HCl (1 mL), and concentrated. The resulting residue was purified by chromatography to provide the desired product as a white solid. MS (ESI(−)) m/e 321 (M−H)−; 1H NMR (300 MHz, DMSO-d6) δ 8.62 (d, 1H), 8.06 (dd, 1H), 7.80 (m, 2H), 7.51 (m, 3H), 7.42 (d, 1H). Reactants: [OH-].[K+] (potassium hydroxide), C(C1=CC=CC=C1)OC1=CC(OC2=CC(=CC=C12)O)=O (4-Benzyloxy-7-hydroxycoumarin), C(Cl)C1CO1 (Epichlorhydrin). Solvent: O (water), C(C)O (ethanol). Product: C(C1=CC=CC=C1)OC1=CC(OC2=CC(=CC=C12)OCC1CO1)=O (4-Benzyloxy-7-(2,3-epoxypropyloxy)coumarin). As a reaction SMILES: [CH2:1]([O:8][C:9]1[C:18]2[C:13](=[CH:14][C:15]([OH:19])=[CH:16][CH:17]=2)[O:12][C:11](=[O:20])[CH:10]=1)[C:2]1[CH:7]=[CH:6][CH:5]=[CH:4][CH:3]=1.[OH-].[K+].[CH2:23]([CH:25]1[O:27][CH2:26]1)Cl>C(O)C.O>[CH2:1]([O:8][C:9]1[C:18]2[C:13](=[CH:14][C:15]([O:19][CH2:23][CH:25]3[O:27][CH2:26]3)=[CH:16][CH:17]=2)[O:12][C:11](=[O:20])[CH:10]=1)[C:2]1[CH:7]=[CH:6][CH:5]=[CH:4][CH:3]=1 |f:1.2|. Procedure details: 4-Benzyloxy-7-hydroxycoumarin (10.7 g, 0.041 mole) was dissolved in ethanol (200 ml) and a solution of potassium hydroxide (2.5 g) in water (10 ml) was added. Epichlorhydrin (40 ml) was added and the stirred mixture heated to reflux for 21/2 hr. After cooling, the solvent was removed in vacuo and the residue partitioned between water and ethyl acetate. Evaporation of the dried (MgSO4) organic phase gave the product as a white crystalline solid. Recrystallization from ethanol gave 11.1 g (83%) of... The reactants are [Al+3], CCCCCCCCCCCC(=O)Cl, C=CC(=O)NCCCCCCCCCCCCCCCC, CC(C)=O, [Cl-], [Cl-], [Cl-], Cl, C=CC(N)=O. Yields the product C=CC(=O)NC(=O)CCCCCCCCCCC. As a reaction SMILES: [Al+3:21].[C:1]([CH2:2][CH2:3][CH2:4][CH2:5][CH2:6][CH2:7][CH2:8][CH2:9][CH2:10][CH2:11][CH3:12])(=[O:13])[Cl:14].[CH2:25]([NH:26][C:27](=[O:28])[CH:29]=[CH2:30])[CH2:31][CH2:32][CH2:33][CH2:34][CH2:35][CH2:36][CH2:37][CH2:38][CH2:39][CH2:40][CH2:41][CH2:42][CH2:43][CH2:44][CH3:45].[CH3:46][C:47](=[O:48])[CH3:49].[Cl-:20].[Cl-:22].[Cl-:23].[ClH:24].[NH2:15][C:16](=[O:17])[CH:18]=[CH2:19]>>[C:1]([CH2:2][CH2:3][CH2:4][CH2:5][CH2:6][CH2:7][CH2:8][CH2:9][CH2:10][CH2:11][CH3:12])(=[O:13])[NH:15][C:16](=[O:17])[CH:18]=[CH2:19]. Reactants: C(C)(=O)OCC (ethyl acetate), CC(CCO)(C)O (3-methyl-1,3-butane diol), TEA, FC(C1=C(C=CC=C1)S(=O)(=O)Cl)(F)F (o-(trifluoromethyl)benzenesulfonyl chloride). Run in hexanes, C(Cl)Cl (CH2Cl2), C(Cl)Cl (CH2Cl2), C(Cl)Cl (CH2Cl2). Run at time 7 hour. Product: FC(C1=C(C=CC=C1)S(=O)(=O)OCCC(C)(C)O)(F)F (3-Hydroxy-3-methylbutyl 2-(trifluoromethyl)benzenesulfonate). Isolated yield 66.7%. As a reaction SMILES: [CH3:1][C:2]([OH:7])([CH3:6])[CH2:3][CH2:4][OH:5].[F:8][C:9]([F:21])([F:20])[C:10]1[CH:15]=[CH:14][CH:13]=[CH:12][C:11]=1[S:16](Cl)(=[O:18])=[O:17].C(OCC)(=O)C>C(Cl)Cl>[F:21][C:9]([F:8])([F:20])[C:10]1[CH:15]=[CH:14][CH:13]=[CH:12][C:11]=1[S:16]([O:5][CH2:4][CH2:3][C:2]([OH:7])([CH3:6])[CH3:1])(=[O:17])=[O:18]. Reported procedure: To a solution of 3-methyl-1,3-butane diol (2.5 g, 21 mmol) and TEA (1.63 g, 16 mmol) in CH2Cl2 (15 mL) was added o-(trifluoromethyl)benzenesulfonyl chloride (2.03 g, 8.3 mmol) dissolved in CH2Cl2 (20 mL). The solution was stirred at rt for 7 h. The reaction mixture was diluted with CH2Cl2 (75 mL) and washed with 1 M HCl (2×25 mL), saturated aqueous NaHCO3 (1×25 mL) and saturated aqueous NaCl (1×25 mL). The organics were dried over Na2SO4 and concentrated to give a crude mixture. Silica gel chrom... Reactants: ClC1=C(O[C@@H]2[C@H](CN(CC2)C(=O)OC(C)(C)C)F)C=CC(=C1)[N+](=O)[O-] (tert-butyl (3S,4S)-4-(2-chloro-4-nitrophenoxy)-3-fluoropiperidine-1-carboxylate), [NH4+].[Cl-] (NH4Cl), crude mixture. The reagents and catalysts are [Fe] (Fe). Run in CCO.O (EtOH H2O), CCOC(=O)C (EtOAc). Run at temperature 90 celsius, time 1 hour. The product is NC1=CC(=C(O[C@@H]2[C@H](CN(CC2)C(=O)OC(C)(C)C)F)C=C1)Cl (tert-butyl (3S,4S)-4-(4-amino-2-chlorophenoxy)-3-fluoropiperidine-1-carboxylate). The yield is 45.0%. RXN SMILES: [Cl:1][C:2]1[CH:22]=[C:21]([N+:23]([O-])=O)[CH:20]=[CH:19][C:3]=1[O:4][C@H:5]1[CH2:10][CH2:9][N:8]([C:11]([O:13][C:14]([CH3:17])([CH3:16])[CH3:15])=[O:12])[CH2:7][C@@H:6]1[F:18].[NH4+].[Cl-]>CCO.O.CCOC(C)=O.[Fe]>[NH2:23][C:21]1[CH:20]=[CH:19][C:3]([O:4][C@H:5]2[CH2:10][CH2:9][N:8]([C:11]([O:13][C:14]([CH3:16])([CH3:17])[CH3:15])=[O:12])[CH2:7][C@@H:6]2[F:18])=[C:2]([Cl:1])[CH:22]=1 |f:1.2,3.4|. Procedure: A mixture of tert-butyl (3S,4S)-4-(2-chloro-4-nitrophenoxy)-3-fluoropiperidine-1-carboxylate (0.8 g, 1.0 eq, 2.2 mmol), Fe (0.6 g, 5.0 eq, 10.8 mmol) and NH4Cl (0.6 g, 5.0 eq, 10.8 mmol) in EtOH/H2O (1:1, 50 mL) was stirred at 90° C. for 1 hour. The mixture was cooled to room temperature and concentrated under reduced pressure to leave a crude solid. The crude mixture was dissolved in EtOAc (50 mL) and partitioned with H2O (50 mL). Organic layers were separated and the aqueous layer was washed w... The reactants are NC1=NC=CC=C1OCC1=C(C=CC=C1Cl)F (2-amino-3-(2-fluoro-6-chlorobenzyloxy)pyridine), C1(=CC=CC=C1)N=C=S (phenyl isothiocyanate), C1(=CC=CC=C1)C (toluene). The solvent is C(C)OCC (diethyl ether). Yields the product FC1=C(COC=2C(=NC=CC2)NC(=S)NC2=CC=CC=C2)C(=CC=C1)Cl (N-[3-(2-Fluoro-6-chlorobenzyloxy)pyrid-2-yl]-N'-phenylthiourea). As a reaction SMILES: [NH2:1][C:2]1[C:7]([O:8][CH2:9][C:10]2[C:15]([Cl:16])=[CH:14][CH:13]=[CH:12][C:11]=2[F:17])=[CH:6][CH:5]=[CH:4][N:3]=1.[C:18]1([N:24]=[C:25]=[S:26])[CH:23]=[CH:22][CH:21]=[CH:20][CH:19]=1.C1(C)C=CC=CC=1>C(OCC)C>[F:17][C:11]1[CH:12]=[CH:13][CH:14]=[C:15]([Cl:16])[C:10]=1[CH2:9][O:8][C:7]1[C:2]([NH:1][C:25]([NH:24][C:18]2[CH:23]=[CH:22][CH:21]=[CH:20][CH:19]=2)=[S:26])=[N:3][CH:4]=[CH:5][CH:6]=1. Procedure details: A mixture of 2-amino-3-(2-fluoro-6-chlorobenzyloxy)pyridine (7.6 g, 0.03 mol), phenyl isothiocyanate (3.95 ml, 0.033 mol) and toluene (25 ml) was refluxed for 2.5 hours, then cooled and treated with diethyl ether to induce crystallisation of the product. Yield 8.47 g (73%), m.p. 143°-145 ° C.